Task: describe an organic reaction: reactants, conditions, products, and yield. Dataset: the Open Reaction Database (ORD), a public repository of structured organic reaction records Starting materials: C1CCOC1, CCOC(C)=O, CO, [Cl-], CC1(F)C(=O)OC(COC(=O)c2ccc(Cl)cc2)C1OC(=O)c1ccc(Cl)cc1, [NH4+], O. The product is CC1(F)C(O)OC(COC(=O)c2ccc(Cl)cc2)C1OC(=O)c1ccc(Cl)cc1. RXN SMILES: [CH2:39]1[O:40][CH2:41][CH2:42][CH2:43]1.[CH3:30][CH2:31][O:32][C:33](=[O:34])[CH3:35].[CH3:44][OH:45].[Cl-:36].[Cl:1][c:2]1[cH:3][cH:4][c:5]([C:6](=[O:7])[O:8][CH2:9][CH:10]2[O:11][C:12](=[O:27])[C:13]([CH3:25])([F:26])[CH:14]2[O:15][C:16]([c:17]2[cH:18][cH:19][c:20]([Cl:23])[cH:21][cH:22]2)=[O:24])[cH:28][cH:29]1.[NH4+:37].[OH2:38]>>[Cl:1][c:2]1[cH:3][cH:4][c:5]([C:6](=[O:7])[O:8][CH2:9][CH:10]2[O:11][CH:12]([OH:27])[C:13]([CH3:25])([F:26])[CH:14]2[O:15][C:16]([c:17]2[cH:18][cH:19][c:20]([Cl:23])[cH:21][cH:22]2)=[O:24])[cH:28][cH:29]1.